This data is from the Open Reaction Database (ORD), a public repository of structured organic reaction records. The task is: describe an organic reaction: reactants, conditions, products, and yield The reactants are ClN1C(CCC1=O)=O (N-Chlorosuccinimide), OCCOCN1C(=O)NC(=O)C(=C1)C(CBr)N=[N+]=[N-] (1-[(2-Hydroxyethoxy)methyl]-5-(1-Azido-2-bromoethyl)-uracil), OCCOCN1C(=O)NC(=O)C(=C1)C=C (1-[(2-hydroxyethoxy)methyl]-5-vinyluracil), [N-]=[N+]=[N-].[Na+] (sodium azide). Solvent: COCCOC (1,2-dimethoxyethane), O (water). Run at temperature 0 celsius, time 3 hour. The product is OCCOCN1C(=O)NC(=O)C(=C1)C(CCl)N=[N+]=[N-] (1-[(2-Hydroxyethoxy)methyl]-5-(1-Azido-2-chloroethyl)-uracil). Isolated yield 35.0%. Reaction SMILES: [Cl:1]N1C(=O)CCC1=O.OCCOCN1C=C(C=C)C(=O)NC1=O.[N-]=[N+]=[N-].[Na+].[OH:28][CH2:29][CH2:30][O:31][CH2:32][N:33]1[CH:40]=[C:39]([CH:41]([N:44]=[N+:45]=[N-:46])[CH2:42]Br)[C:37](=[O:38])[NH:36][C:34]1=[O:35]>COCCOC.O>[OH:28][CH2:29][CH2:30][O:31][CH2:32][N:33]1[CH:40]=[C:39]([CH:41]([N:44]=[N+:45]=[N-:46])[CH2:42][Cl:1])[C:37](=[O:38])[NH:36][C:34]1=[O:35] |f:2.3|. Procedure: N-Chlorosuccinimide (NCS, 88 mg, 0.65 mmol) was added slowly to a precooled (−5° C.) suspension prepared by mixing a solution of 1 (116 mg, 0.55 mmol) in 1,2-dimethoxyethane (20 ml) with a solution of sodium azide (143 mg, 2.2 mmol) in water (0.35 ml). The reaction was stirred for 3 h at 0° C. Completion of the reaction, as described for the isolation of 2a, gave a residue which was purified by silica gel column chromatography. Elution with chloroform:methanol (97:3, v/v) as eluent yielded 2b as... Conditions: time 7 hour. Solvent: ClCCl (dichloromethane), CO (methanol). As a reaction SMILES: FC(F)(F)C(O)=O.[NH2:8][C:9]1[CH:25]=[CH:24][C:23]([N:26]2[CH:32]3[CH2:33][CH2:34][N:29]([CH2:30][CH2:31]3)[CH2:28][CH2:27]2)=[CH:22][C:10]=1[C:11]([NH:13][CH2:14][C:15]([O:17][C:18](C)(C)C)=[O:16])=[O:12]>ClCCl.CO>[NH2:8][C:9]1[CH:25]=[CH:24][C:23]([N:26]2[CH:32]3[CH2:33][CH2:34][N:29]([CH2:30][CH2:31]3)[CH2:28][CH2:27]2)=[CH:22][C:10]=1[C:11]([NH:13][CH2:14][C:15]([O:17][CH3:18])=[O:16])=[O:12]. Procedure details: 2,2,2-Trifluoroacetic acid (3.26 g, 28.0 mmol) was added to a solution of tert-butyl 2-(2-amino-5-(1,4-diazabicyclo[3.2.2]nonan-4-yl)benzamido)acetate (Intermediate 7B) (1.0 g, 2.67 mmol) in dichloromethane (20 mL) and methanol (2 mL). The resulting solution was stirred for 7 hours before leaving to stand over the weekend. The resultant crude material purified using a 5 g SCX cartridge to afford methyl 2-(2-amino-5-(1,4-diazabicyclo[3.2.2]nonan-4-yl)benzamido)acetate. This was dissolved in tetra... The product is NC1=C(C(=O)NCC(=O)OC)C=C(C=C1)N1CCN2CCC1CC2 (methyl 2-(2-amino-5-(1,4-diazabicyclo[3.2.2]nonan-4-yl)benzamido)acetate). Reactants: FC(C(=O)O)(F)F (2,2,2-Trifluoroacetic acid), NC1=C(C(=O)NCC(=O)OC(C)(C)C)C=C(C=C1)N1CCN2CCC1CC2 (tert-butyl 2-(2-amino-5-(1,4-diazabicyclo[3.2.2]nonan-4-yl)benzamido)acetate), NC1=C(C(=O)NCC(=O)OC(C)(C)C)C=C(C=C1)N1CCN2CCC1CC2 (tert-butyl 2-(2-amino-5-(1,4-diazabicyclo[3.2.2]nonan-4-yl)benzamido)acetate). Reaction SMILES: C([C@H](N)C(O)=O)C[C:3]([NH:5][C@H:6]([C:11]([NH:13]CC(O)=O)=O)[CH2:7]SN=O)=[O:4].CS(=O)([S:26][CH3:27])=O.CCCCCCC[CH2:36][CH2:37][CH2:38][CH2:39][CH2:40][O:41]S([O-])(=O)=O.[Na+].CC(C)=[O:49]>>[OH:49][C:40]([CH2:39][CH2:38][CH2:37][CH2:36][C@H:7]1[C@@H:6]2[C@@H:11]([NH:13][C:3]([NH:5]2)=[O:4])[CH2:27][S:26]1)=[O:41] |f:2.3|. Run at time 8 hour. Procedure details: Experiments were performed following the methods previously described by Dr. Stamler's laboratory (39). Cell lysates containing Flag or Myc-tagged MKP7 protein were treated with the indicated concentrations of GSNO followed by the addition of 2 volumes of HEN buffer and freshly prepared S-methyl methanethiosulfonate (10% v/v in N,N-dimethylformamide) and SDS (25% v/v) to final concentrations of 0.1 and 2.5%, respectively. Following frequent vortexing at 50° C. for 1 hour, proteins were precipita... Yields the product OC(=O)CCCC[C@@H]1SC[C@@H]2NC(=O)N[C@H]12 (Biotin). The reactants are ( 39 ), CCCCCCCCCCCCOS(=O)(=O)[O-].[Na+] (SDS), CC(=O)C (acetone), C(CC(=O)N[C@@H](CSN=O)C(=O)NCC(=O)O)[C@@H](C(=O)O)N (GSNO), CS(=O)(SC)=O (S-methyl methanethiosulfonate). Procedure details: 123 mg (480 mmol) of 2-fluoro-N1-(3-methyl-1H-pyrrolo[2,3-b]pyridin-4-yl)benzene-1,4-diamine and 123 mg (620 μmol) of 4-chloro-6-(trifluoromethyl)pyrimidine-2-amine are suspended in 3.5 ml of water. 620 μl of 1 M hydrochloric acid are added, and the mixture is heated at 100° C. overnight. Using 1N aqueous sodium hydroxide solution, the suspension is then adjusted to pH 10, resulting in the precipitation of crystals. The solid is filtered off and washed with water. The crude product is purified b... Run at temperature 100 celsius. The reactants are FC1=C(C=CC(=C1)N)NC1=C2C(=NC=C1)NC=C2C (2-fluoro-N1-(3-methyl-1H-pyrrolo[2,3-b]pyridin-4-yl)benzene-1,4-diamine), [OH-].[Na+] (sodium hydroxide), ClC1=NC(=NC(=C1)C(F)(F)F)N (4-chloro-6-(trifluoromethyl)pyrimidine-2-amine), Cl (hydrochloric acid). Reaction SMILES: [F:1][C:2]1[CH:7]=[C:6]([NH2:8])[CH:5]=[CH:4][C:3]=1[NH:9][C:10]1[CH:15]=[CH:14][N:13]=[C:12]2[NH:16][CH:17]=[C:18]([CH3:19])[C:11]=12.Cl[C:21]1[CH:26]=[C:25]([C:27]([F:30])([F:29])[F:28])[N:24]=[C:23]([NH2:31])[N:22]=1.Cl.[OH-].[Na+]>O>[F:1][C:2]1[CH:7]=[C:6]([NH:8][C:21]2[CH:26]=[C:25]([C:27]([F:30])([F:28])[F:29])[N:24]=[C:23]([NH2:31])[N:22]=2)[CH:5]=[CH:4][C:3]=1[NH:9][C:10]1[CH:15]=[CH:14][N:13]=[C:12]2[NH:16][CH:17]=[C:18]([CH3:19])[C:11]=12 |f:3.4|. The product is FC=1C=C(C=CC1NC1=C2C(=NC=C1)NC=C2C)NC2=NC(=NC(=C2)C(F)(F)F)N (N4-{3-Fluoro-4-[(3-methyl-1H-pyrrolo[2,3-b]pyridin-4-yl)amino]phenyl}-6-(trifluoromethyl)pyrimidine-2,4-diamine). Run in O (water). Reactants: ClC1=C(C(=O)O)C=CC=C1F (2-chloro-3-fluorobenzoic acid), CC1=NC=C(C=N1)C(CN)C1CCOCC1 (2-(2-methylpyrimidin-5-yl)-2-(tetrahydro-2H-pyran-4-yl)ethanamine). Yields the product ClC1=C(C(=O)NCC(C2CCOCC2)C=2C=NC(=NC2)C)C=CC=C1F (2-chloro-3-fluoro-N-(2-(2-methylpyrimidin-5-yl)-2-(tetrahydro-2H-pyran-4-yl)ethyl)benzamide). Reaction SMILES: [Cl:1][C:2]1[C:10]([F:11])=[CH:9][CH:8]=[CH:7][C:3]=1[C:4]([OH:6])=O.[CH3:12][C:13]1[N:18]=[CH:17][C:16]([CH:19]([CH:22]2[CH2:27][CH2:26][O:25][CH2:24][CH2:23]2)[CH2:20][NH2:21])=[CH:15][N:14]=1>>[Cl:1][C:2]1[C:10]([F:11])=[CH:9][CH:8]=[CH:7][C:3]=1[C:4]([NH:21][CH2:20][CH:19]([C:16]1[CH:17]=[N:18][C:13]([CH3:12])=[N:14][CH:15]=1)[CH:22]1[CH2:23][CH2:24][O:25][CH2:26][CH2:27]1)=[O:6]. Reported procedure: From 2-chloro-3-fluorobenzoic acid and 2-(2-methylpyrimidin-5-yl)-2-(tetrahydro-2H-pyran-4-yl)ethanamine. LCMS (MH+): m/z=378.1, tR (minutes, Method F)=2.00 Reactants: [BH4-].[Na+] (sodium borohydride), C(C1=CC=CC=C1)Br (Benzyl bromide), N1=CC=C(C=C1)CCN1S(CCC1)(=O)=O (2-[2-(4-pyridyl)ethyl]isothiazolidine-1,1-dioxide), O (water). Run in C(C)O (ethanol). Conditions: time 1 hour. Product: C(C1=CC=CC=C1)N1CCC(=CC1)CCN1S(CCC1)(=O)=O (2-[2-(1-benzyl-1,2,3,6-tetrahydropyrid-4-yl)ethyl]isothiazolidine-1,1-dioxide). RXN SMILES: [CH2:1](Br)[C:2]1[CH:7]=[CH:6][CH:5]=[CH:4][CH:3]=1.[N:9]1[CH:14]=[CH:13][C:12]([CH2:15][CH2:16][N:17]2[CH2:21][CH2:20][CH2:19][S:18]2(=[O:23])=[O:22])=[CH:11][CH:10]=1.O.[BH4-].[Na+]>C(O)C>[CH2:1]([N:9]1[CH2:10][CH:11]=[C:12]([CH2:15][CH2:16][N:17]2[CH2:21][CH2:20][CH2:19][S:18]2(=[O:23])=[O:22])[CH2:13][CH2:14]1)[C:2]1[CH:7]=[CH:6][CH:5]=[CH:4][CH:3]=1 |f:3.4|. Reported procedure: Benzyl bromide (3.1 cm3) was added at room temperature to a stirred solution of 2-[2-(4-pyridyl)ethyl]isothiazolidine-1,1-dioxide (4.9 g) in ethanol (30 cm3) and the mixture was heated under reflux for 3 hours. After cooling to room temperature, water (30 cm3) was added followed by sodium borohydride (1.2 g) and the mixture was stirred for 1 hour. Volatile material was removed in vacuo and the residue was treated with 2M hydrochloric acid to pH1, followed by neutralisation with sodium carbonate ... Starting materials: C(CCC)[Sn](C1=CN=C2N1C=CC(=N2)C(F)(F)F)(CCCC)CCCC (3-Tributylstannyl-7-trifluoromethylimidazo[1,2-α]pyrimidine), BrC=1C=CC(=NC1)N1C=CC=C1 (5-bromo-2-(pyrrol-1-yl)pyridine). Yields the product N1(C=CC=C1)C1=NC=C(C=C1)C1=CN=C2N1C=CC(=N2)C(F)(F)F (3-[2-(1H-pyrrol-1-yl)pyridin-5-yl]-7-trifluoromethylimidazo[1,2-α]pyrimidine). RXN SMILES: C([Sn](CCCC)(CCCC)[C:6]1[N:10]2[CH:11]=[CH:12][C:13]([C:15]([F:18])([F:17])[F:16])=[N:14][C:9]2=[N:8][CH:7]=1)CCC.Br[C:28]1[CH:29]=[CH:30][C:31]([N:34]2[CH:38]=[CH:37][CH:36]=[CH:35]2)=[N:32][CH:33]=1>>[N:34]1([C:31]2[CH:30]=[CH:29][C:28]([C:6]3[N:10]4[CH:11]=[CH:12][C:13]([C:15]([F:16])([F:17])[F:18])=[N:14][C:9]4=[N:8][CH:7]=3)=[CH:33][N:32]=2)[CH:38]=[CH:37][CH:36]=[CH:35]1. Reported procedure: 3-Tributylstannyl-7-trifluoromethylimidazo[1,2-α]pyrimidine was reacted with 5-bromo-2-(pyrrol-1-yl)pyridine by the method of Example 1 to afford 3-[2-(1H-pyrrol-1-yl)pyridin-5-yl]-7-trifluoromethylimidazo[1,2-α]pyrimidine as a yellow solid: δH (400 MHz, CDCl3) 6.42 (2H, m), 7.28 (1H, d, J 8), 7.52 (1H, dd, J 8 and 1), 7.58 (2H, m), 7.92 (1H, dd, J 8 and 2), 8.14 (1H, s), 8.64 (1H, dd, J 2 and 1), 8.74 (1H, d, J 8), m/z (ES+) 329, 330 (M++H). The reactants are C([O-])([O-])=O.[Na+].[Na+] (sodium carbonate), C(C)(C)(C)OC1=NC=CN=C1\C=C/OC ((Z)-2-tert-butoxy-3-(2-methoxyvinyl)pyrazine), Cl.FC1=C(OCC2CCNCC2)C=CC=C1 (4-(2-fluorophenoxymethyl)piperidine hydrochloride), C(C)(=O)O[BH-](OC(C)=O)OC(C)=O.[Na+] (sodium triacetoxyborohydride). Run in ClCCl (dichloromethane), C(C)(=O)OCC (ethyl acetate). Conditions: time 8 hour. Product: C(C)(C)(C)OC1=NC=CN=C1CCN1CCC(CC1)COC1=C(C=CC=C1)F (2-tert-Butoxy-3-[2-[4-(2-fluorophenoxymethyl)piperidino]ethyl]pyrazine). The yield is 10.1%. As a reaction SMILES: [C:1]([O:5][C:6]1[C:11](/[CH:12]=[CH:13]\OC)=[N:10][CH:9]=[CH:8][N:7]=1)([CH3:4])([CH3:3])[CH3:2].Cl.[F:17][C:18]1[CH:31]=[CH:30][CH:29]=[CH:28][C:19]=1[O:20][CH2:21][CH:22]1[CH2:27][CH2:26][NH:25][CH2:24][CH2:23]1.C(O[BH-](OC(=O)C)OC(=O)C)(=O)C.[Na+].C(=O)([O-])[O-].[Na+].[Na+]>ClCCl.C(OCC)(=O)C>[C:1]([O:5][C:6]1[C:11]([CH2:12][CH2:13][N:25]2[CH2:24][CH2:23][CH:22]([CH2:21][O:20][C:19]3[CH:28]=[CH:29][CH:30]=[CH:31][C:18]=3[F:17])[CH2:27][CH2:26]2)=[N:10][CH:9]=[CH:8][N:7]=1)([CH3:2])([CH3:3])[CH3:4] |f:1.2,3.4,5.6.7|. Procedure details: After adding 139 mg of (Z)-2-tert-butoxy-3-(2-methoxyvinyl)pyrazine and 196 mg of 4-(2-fluorophenoxymethyl)piperidine hydrochloride in 5 ml of dichloromethane, 213 mg of sodium triacetoxyborohydride was added and the mixture was stirred overnight at room temperature. Aqueous sodium carbonate solution was added to the reaction mixture and extraction was performed with ethyl acetate. The organic layer was washed with water and saturated brine in that order and dried over anhydrous magnesium sulfat... The reactants are ClCC(=O)NC=1C=CC2=C(OCCC3=C2SC(=C3)C3=NN=CN3C3=C(C=CC=C3)Cl)C1 (2-chloro-N-(2-(4-(2-chlorophenyl)-4H-1,2,4-triazol-3-yl)-4,5-dihydrobenzo[b]thieno[2,3-d]oxepin-8-yl)acetamide), N1CCOCC1 (morpholine). Product: ClC1=C(C=CC=C1)N1C(=NN=C1)C1=CC2=C(C3=C(OCC2)C=C(C=C3)NC(CN3CCOCC3)=O)S1 (N-(2-(4-(2-chlorophenyl)-4H-1,2,4-triazol-3-yl)-4,5-dihydrobenzo[b]thieno[2,3-d]oxepin-8-yl)-2-morpholinoacetamide). RXN SMILES: Cl[CH2:2][C:3]([NH:5][C:6]1[CH:7]=[CH:8][C:9]2[C:15]3[S:16][C:17]([C:19]4[N:23]([C:24]5[CH:29]=[CH:28][CH:27]=[CH:26][C:25]=5[Cl:30])[CH:22]=[N:21][N:20]=4)=[CH:18][C:14]=3[CH2:13][CH2:12][O:11][C:10]=2[CH:31]=1)=[O:4].[NH:32]1[CH2:37][CH2:36][O:35][CH2:34][CH2:33]1>>[Cl:30][C:25]1[CH:26]=[CH:27][CH:28]=[CH:29][C:24]=1[N:23]1[CH:22]=[N:21][N:20]=[C:19]1[C:17]1[S:16][C:15]2[C:9]3[CH:8]=[CH:7][C:6]([NH:5][C:3](=[O:4])[CH2:2][N:32]4[CH2:37][CH2:36][O:35][CH2:34][CH2:33]4)=[CH:31][C:10]=3[O:11][CH2:12][CH2:13][C:14]=2[CH:18]=1. Procedure details: Following the procedure in Example 147 for 237, 2-chloro-N-(2-(4-(2-chlorophenyl)-4H-1,2,4-triazol-3-yl)-4,5-dihydrobenzo[b]thieno[2,3-d]oxepin-8-yl)acetamide was reacted with morpholine to give 236. MS: (ESI+) 522.3 Starting materials: N1=C(C=CC=C1)N1N=CC(=C1C(F)(F)F)C(=O)OCC (ethyl 1-(pyridin-2-yl)-5-(trifluoromethyl)-1H-pyrazole-4-carboxylate), [OH-].[Na+] (NaOH). Run in C(C)O (ethanol). Run at time 1 hour. The product is N1=C(C=CC=C1)N1N=CC(=C1C(F)(F)F)C(=O)O (1-(pyridin-2-yl)-5-(trifluoromethyl)-1H-pyrazole-4-carboxylic acid). Yield: 71.1%. Reaction SMILES: [N:1]1[CH:6]=[CH:5][CH:4]=[CH:3][C:2]=1[N:7]1[C:11]([C:12]([F:15])([F:14])[F:13])=[C:10]([C:16]([O:18]CC)=[O:17])[CH:9]=[N:8]1.[OH-].[Na+]>C(O)C>[N:1]1[CH:6]=[CH:5][CH:4]=[CH:3][C:2]=1[N:7]1[C:11]([C:12]([F:14])([F:15])[F:13])=[C:10]([C:16]([OH:18])=[O:17])[CH:9]=[N:8]1 |f:1.2|. Procedure details: To a solution of ethyl 1-(pyridin-2-yl)-5-(trifluoromethyl)-1H-pyrazole-4-carboxylate (8.7 g, 30.5 mmol) in ethanol (2 mL) was added 3 N NaOH (30.5 mL, 92 mmol). After the reaction was stirred at room temperature for 1 hour, the solvents were evaporated and 3N aq. HCl was added. The resulting solids were collected by filtration to afford 1-(pyridin-2-yl)-5-(trifluoromethyl)-1H-pyrazole-4-carboxylic acid (5.58 g, 21.7 mmol). The compound had an HPLC retention time=2.0 min. —Column: PHENOMENEX® Lu...